This data is from the Open Reaction Database (ORD), a public repository of structured organic reaction records. The task is: describe an organic reaction: reactants, conditions, products, and yield The reactants are CC1=C(OCC(C)NC(C)=O)C(=CC=C1)C (N-[2-(2,6-dimethylphenoxy)-1-methylethyl]-acetamide), O1CCCC1 (tetrahydrofuran), hydrochloride salt, amine, product. The solvent is C(C)O.CCOCC (ethanol ether). Yields the product CC1=C(OCC(C)NCC)C(=CC=C1)C (racemic [2-(2,6-dimethylphenoxy)-1-methylethyl]-ethylamine). As a reaction SMILES: [CH3:1][C:2]1[CH:15]=[CH:14][CH:13]=[C:12]([CH3:16])[C:3]=1[O:4][CH2:5][CH:6]([NH:8][C:9](=O)[CH3:10])[CH3:7].O1CCCC1>C(O)C.CCOCC>[CH3:1][C:2]1[CH:15]=[CH:14][CH:13]=[C:12]([CH3:16])[C:3]=1[O:4][CH2:5][CH:6]([NH:8][CH2:9][CH3:10])[CH3:7] |f:2.3|. Reported procedure: Step 2 involves the reduction of the N-[2-(2,6-dimethylphenoxy)-1-methylethyl]-acetamide to the amine. The product from step 1 is heated to reflux temperature in the presence of an aprotic solvent such as tetrahydrofuran, and an effective reducing agent such as borane-dimethylsulfide complex. The reaction temperature is maintained at reflux for about 5-40 hours, preferably about 24 hours, and is preferably performed under an inert atmosphere, e.g., nitrogen. When the reaction is substantially co... Starting materials: BrB(Br)Br, ClCCl, COc1cccc(-c2csc(COc3ccc(F)c(C(N)=O)c3F)n2)c1, [Na+], O=C([O-])O. The product is NC(=O)c1c(F)ccc(OCc2nc(-c3cccc(O)c3)cs2)c1F. RXN SMILES: [B:27]([Br:28])([Br:29])[Br:30].[Cl:36][CH2:37][Cl:38].[F:1][c:2]1[c:3]([C:4](=[O:5])[NH2:6])[c:7]([F:26])[cH:8][cH:9][c:10]1[O:11][CH2:12][c:13]1[s:14][cH:15][c:16](-[c:18]2[cH:19][c:20]([O:24][CH3:25])[cH:21][cH:22][cH:23]2)[n:17]1.[Na+:35].[O-:31][C:32]([OH:33])=[O:34]>>[F:1][c:2]1[c:3]([C:4](=[O:5])[NH2:6])[c:7]([F:26])[cH:8][cH:9][c:10]1[O:11][CH2:12][c:13]1[s:14][cH:15][c:16](-[c:18]2[cH:19][c:20]([OH:24])[cH:21][cH:22][cH:23]2)[n:17]1. Reactants: ClC(=O)OCC(Cl)(Cl)Cl (trichloroethyl chloroformate), C([O-])([O-])=O.[K+].[K+] (potassium carbonate), CN1CCC(CC1)C1=NNC2=CC=CC=C12 (3-(1-methyl-4-piperidinyl)-1H-indazole). Solvent: C(Cl)(Cl)Cl (chloroform). Yields the product Cl.CN1CCC(CC1)C1=NN(C2=CC=CC=C12)C(=O)OCC(Cl)(Cl)Cl (3-(1-Methyl-4-piperidinyl)-1-trichloroethoxycarbonyl-1H-indazole hydrochloride). The yield is 93.6%. As a reaction SMILES: [Cl:1][C:2]([O:4][CH2:5][C:6]([Cl:9])([Cl:8])[Cl:7])=[O:3].C(=O)([O-])[O-].[K+].[K+].[CH3:16][N:17]1[CH2:22][CH2:21][CH:20]([C:23]2[C:31]3[C:26](=[CH:27][CH:28]=[CH:29][CH:30]=3)[NH:25][N:24]=2)[CH2:19][CH2:18]1>C(Cl)(Cl)Cl>[ClH:1].[CH3:16][N:17]1[CH2:18][CH2:19][CH:20]([C:23]2[C:31]3[C:26](=[CH:27][CH:28]=[CH:29][CH:30]=3)[N:25]([C:2]([O:4][CH2:5][C:6]([Cl:9])([Cl:8])[Cl:7])=[O:3])[N:24]=2)[CH2:21][CH2:22]1 |f:1.2.3,6.7|. Procedure details: A mixture of 2.3 g of trichloroethyl chloroformate, 3.0 g of potassium carbonate, 2.1 g of 3-(1-methyl-4-piperidinyl)-1H-indazole and chloroform was heated under reflux for 16 hrs. The reaction mixture was cooled, filtered, and the filtrate was concentrated to a solid in vacuo. The solid was triturated with ethyl acetate, collected, and recrystallized from ethanol to yield 3.9 g (91%) of product, mp 190°-192° C. Reactants: BrC(C(OC1=CC=C(C(=O)O)C=C1)(F)F)(F)F (4-(2-Bromotetrafluoroethoxy)benzoic acid), Example 18, C(C(=O)Cl)(=O)Cl.C(Cl)Cl (methylene chloride oxalyl chloride). Run at time 8 hour. Product: BrC(C(OC1=CC=C(C(=O)Cl)C=C1)(F)F)(F)F (4(2-bromo-tetrafluoroethoxy)benzoyl chloride). RXN SMILES: [Br:1][C:2]([F:17])([F:16])[C:3]([F:15])([F:14])[O:4][C:5]1[CH:13]=[CH:12][C:8]([C:9](O)=[O:10])=[CH:7][CH:6]=1.C(Cl)(=O)C([Cl:21])=O.C(Cl)Cl>>[Br:1][C:2]([F:17])([F:16])[C:3]([F:15])([F:14])[O:4][C:5]1[CH:13]=[CH:12][C:8]([C:9]([Cl:21])=[O:10])=[CH:7][CH:6]=1 |f:1.2|. Procedure details: 4-(2-Bromotetrafluoroethoxy)benzoic acid prepared as in Example 18 (26.6 g, 0.083 mol) is transferred to a 250 mL round-bottomed flask along with 150 mL of methylene chloride oxalyl chloride (11.64 g, 0.92 mol) is added and the mixture is stirred under nitrogen overnight to form a turbid solution which is concentrated by rotary evaporation and distilled at 80°-90° C./0.1 mmHg to yield 20.88 g of 4(2-bromo-tetrafluoroethoxy)benzoyl chloride as a colorless liquid, leaving 6.16 g of unreacted acid ...